This data is from the Open Reaction Database (ORD), a public repository of structured organic reaction records. The task is: describe an organic reaction: reactants, conditions, products, and yield The reactants are N1(CCCC1)CCCOC1=C(C=CC=C1)CC(=O)OCC1=CC=CC=C1 (benzyl {2-[3-(1-pyrrolidinyl)propoxy]phenyl}acetate). The reagents and catalysts are [OH-].[OH-].[Pd+2] (palladium hydroxide on carbon). Run in C(C)(=O)OCC (ethyl acetate), ClCCl (dichloromethane). Reaction conditions: temperature 50 celsius. Yields the product N1(CCCC1)CCCOC1=C(C=CC=C1)CC(=O)O ({2-[3-(1-pyrrolidinyl)propoxy]phenyl}acetic acid). The yield is 73.4%. Reaction SMILES: [N:1]1([CH2:6][CH2:7][CH2:8][O:9][C:10]2[CH:15]=[CH:14][CH:13]=[CH:12][C:11]=2[CH2:16][C:17]([O:19]CC2C=CC=CC=2)=[O:18])[CH2:5][CH2:4][CH2:3][CH2:2]1>C(OCC)(=O)C.ClCCl.[OH-].[OH-].[Pd+2]>[N:1]1([CH2:6][CH2:7][CH2:8][O:9][C:10]2[CH:15]=[CH:14][CH:13]=[CH:12][C:11]=2[CH2:16][C:17]([OH:19])=[O:18])[CH2:5][CH2:4][CH2:3][CH2:2]1 |f:3.4.5|. Procedure details: 0.8 g of 10% palladium hydroxide on carbon is added to a solution of 5.3 g of benzyl {2-[3-(1-pyrrolidinyl)propoxy]phenyl}acetate in 50 cm3 of ethyl acetate and 50 cm3 of dichloromethane, and the mixture is heated to 50° C. and then purged with nitrogen. After hydrogen has been bubbled through for 20 hours, the suspension is cooled to room temperature and purged with a stream of nitrogen, then filtered and concentrated to dryness under reduced pressure (2.7 kPa). The oily residue obtained is chr...